Task: describe an organic reaction: reactants, conditions, products, and yield. Dataset: the Open Reaction Database (ORD), a public repository of structured organic reaction records RXN SMILES: [CH3:1][N:2]([CH3:20])[CH2:3][CH2:4][CH2:5][NH:6][C:7](=[O:19])[CH2:8][CH2:9][CH2:10][CH2:11][CH2:12][CH2:13][CH2:14][CH2:15][CH2:16][CH2:17][CH3:18].[CH3:21][O:22][S:23]([O:26]C)(=[O:25])=[O:24]>CC(C)=O>[CH3:21][O:22][S:23]([O-:26])(=[O:25])=[O:24].[C:7]([NH:6][CH2:5][CH2:4][CH2:3][N+:2]([CH3:21])([CH3:1])[CH3:20])(=[O:19])[CH2:8][CH2:9][CH2:10][CH2:11][CH2:12][CH2:13][CH2:14][CH2:15][CH2:16][CH2:17][CH3:18] |f:3.4|. The solvent is CC(=O)C (acetone). The reactants are CN(CCCNC(CCCCCCCCCCC)=O)C (N-(3-dimethylaminopropyl)-lauramide), COS(=O)(=O)OC (dimethylsulfate). The product is COS(=O)(=O)[O-].C(CCCCCCCCCCC)(=O)NCCC[N+](C)(C)C ((3-lauramidopropyl)trimethylammonium methylsulfate). Procedure: 0.036 moles (10.3 g) N-(3-dimethylaminopropyl)-lauramide and 25 ml acetone were placed in a 100 ml round bottom flask. 0.036 moles (3.4 ml) dimethylsulfate was added slowly to the flask, a condenser attached, and the reaction mixture refluxed for two hours. After cooling, the product crystallized out of the acetone, was filtered off, and recrystallized from acetone to a constant melting point. Melting point 98.5°-100° C.